Dataset: the Open Reaction Database (ORD), a public repository of structured organic reaction records. Task: describe an organic reaction: reactants, conditions, products, and yield The reactants are FC1=C(C=CC(=C1)N1C(O[C@H](C1)CN=[N+]=[N-])=O)N1CC2C(C1)CC1(OCCO1)C2 (2-[2-fluoro-4-[(5R)-5-(azidomethyl)-2-oxo-3-oxazolidinyl]phenyl]hexahydro-1H-spiro[cyclopenta[c]pyrrol-5,2′-[1,3]dioxolane]), O (water), C(C)(=O)OC=C (vinyl acetate). Yields the product FC1=C(C=CC(=C1)N1C(O[C@H](C1)CN1N=NC=C1)=O)N1CC2C(C1)CC1(OCCO1)C2 (2-[2-fluoro-4-[(5R)-5-(1,2,3-triazol-1-ylmethyl)-2-oxo-3-oxazolidinyl]phenyl]hexahydro-1H-spiro[cyclopenta[c]pyrrol-5,2′-[1,3]dioxolane]). Isolated yield 47.0%. As a reaction SMILES: [F:1][C:2]1[CH:7]=[C:6]([N:8]2[CH2:12][C@H:11]([CH2:13][N:14]=[N+:15]=[N-:16])[O:10][C:9]2=[O:17])[CH:5]=[CH:4][C:3]=1[N:18]1[CH2:22][CH:21]2[CH2:23][C:24]3([CH2:29][CH:20]2[CH2:19]1)[O:28][CH2:27][CH2:26][O:25]3.O.[C:31](OC=C)(=O)[CH3:32]>>[F:1][C:2]1[CH:7]=[C:6]([N:8]2[CH2:12][C@H:11]([CH2:13][N:14]3[CH:32]=[CH:31][N:16]=[N:15]3)[O:10][C:9]2=[O:17])[CH:5]=[CH:4][C:3]=1[N:18]1[CH2:22][CH:21]2[CH2:23][C:24]3([CH2:29][CH:20]2[CH2:19]1)[O:28][CH2:27][CH2:26][O:25]3. Procedure: 5.0 g (12.39 mmol) of 2-[2-fluoro-4-[(5R)-5-(azidomethyl)-2-oxo-3-oxazolidinyl]phenyl]hexahydro-1H-spiro[cyclopenta[c]pyrrol-5,2′-[1,3]dioxolane] prepared in the step 9 of the preparation example 1 was dissolved in 100 ml of vinyl acetate, and the solution was heated to reflux for 30 hours. After the reaction was completed, water was added, and the mixture was extracted with ethyl acetate, and then, the organic layer was dried over magnesium sulfate, filtered and concentrated under reduced press... Starting materials: C(OC(C)(C)C)(OC1=CC2=C(N(C(C=3C=CC=NC23)=O)COC)C=C1)=O (t-Butyl 6-(methoxymethyl)-5-oxo-5,6-dihydrobenzo[h][1,6]naphthyridine-9yl carbonate), O1CCOCC1.Cl (hydrochloric acid 1,4-dioxane). The solvent is O1CCOCC1 (1,4-dioxane). Conditions: time 1 day. Yields the product OC1=CC2=C(N(C(C=3C=CC=NC23)=O)COC)C=C1 (9-Hydroxy-6-(methoxymethyl)benzo[h][1,6]naphthyridine-5(6H)-one). Yield: 98.3%. As a reaction SMILES: C(=O)([O:7][C:8]1[CH:25]=[CH:24][C:11]2[N:12]([CH2:21][O:22][CH3:23])[C:13](=[O:20])[C:14]3[CH:15]=[CH:16][CH:17]=[N:18][C:19]=3[C:10]=2[CH:9]=1)OC(C)(C)C.O1CCOCC1.Cl>O1CCOCC1>[OH:7][C:8]1[CH:25]=[CH:24][C:11]2[N:12]([CH2:21][O:22][CH3:23])[C:13](=[O:20])[C:14]3[CH:15]=[CH:16][CH:17]=[N:18][C:19]=3[C:10]=2[CH:9]=1 |f:1.2|. Reported procedure: The compound (580 mg, 1.627 mmol) prepared in step 4 was dissolved in 1,4-dioxane (10 ml), added with 3.7 N hydrochloric acid 1,4-dioxane solution (6 ml). The resulting mixture was stirred for one day at room temperature and the precipitate was collected by filtration to obtain the title compound (410 mg, yield: 98%, yellow solid). Reactants: N1C=CC2=C1N=CC=C2C#N (1H-Pyrrolo[2,3-b]pyridine-4-carbonitrile), CCOC(=O)C (EtOAc), CC(=O)OC(=O)C (Ac2O). Reagents/catalysts: [Pd] (Pd/C). Run in CCN(CC)CC (Et3N). Conditions: time 10 hour. The product is C(C)(=O)N1C=CC=2C1=NC=CC2CNC(C)=O (N-((1-acetyl-1H-pyrrolo[2,3-b]pyridin-4-yl)methyl)acetamide). RXN SMILES: [NH:1]1[C:5]2[N:6]=[CH:7][CH:8]=[C:9]([C:10]#[N:11])[C:4]=2[CH:3]=[CH:2]1.[CH3:12][CH2:13][O:14]C(C)=O.[CH3:18][C:19](OC(C)=O)=[O:20]>[Pd].CCN(CC)CC>[C:13]([N:1]1[C:5]2=[N:6][CH:7]=[CH:8][C:9]([CH2:10][NH:11][C:19](=[O:20])[CH3:18])=[C:4]2[CH:3]=[CH:2]1)(=[O:14])[CH3:12]. Procedure: 1H-Pyrrolo[2,3-b]pyridine-4-carbonitrile (11.2 g, 83.8 mmol) was dissolved into 400 mL EtOAc, 100 mL of Et3N. Pd/C (2.8 g) was added followed by 20 mL of Ac2O. H2 was introduced via balloon and the mixture was stirred at RT under balloon pressure of H2 for 8-12 h. After most of the starting material was consumed, catalyst was removed by filtration through a pad of Celite®. The pad was washed by EtOAc, CH2Cl2, and MeOH. The solvent was evaporated. The residue was taken into CH2Cl2 and the solid w... The reactants are C([O-])([O-])=O.[Cs+].[Cs+] (cesium carbonate), NC1=NC=2C=C(C=CC2C2=C1N=C(S2)CC)O (4-amino-2-ethylthiazolo[4,5-c]quinolin-7-ol), BrCC=1SC2=C(N1)C=CC=C2 (2-(bromomethyl)benzothiazole). Run in CN(C=O)C (DMF), CN(C=O)C (N,N-dimethylformamide), CN(C=O)C (DMF), CN(C=O)C (DMF). Conditions: temperature 60 celsius. Product: S1C(=NC2=C1C=CC=C2)COC=2C=CC=1C3=C(C(=NC1C2)N)N=C(S3)CC (7-[(1,3-benzothiazol-2-yl)methoxy]-2-ethylthiazolo[4,5-c]quinolin-4-amine). RXN SMILES: [NH2:1][C:2]1[C:11]2[N:12]=[C:13]([CH2:15][CH3:16])[S:14][C:10]=2[C:9]2[CH:8]=[CH:7][C:6]([OH:17])=[CH:5][C:4]=2[N:3]=1.C(=O)([O-])[O-].[Cs+].[Cs+].Br[CH2:25][C:26]1[S:27][C:28]2[CH:34]=[CH:33][CH:32]=[CH:31][C:29]=2[N:30]=1>CN(C)C=O>[S:27]1[C:28]2[CH:34]=[CH:33][CH:32]=[CH:31][C:29]=2[N:30]=[C:26]1[CH2:25][O:17][C:6]1[CH:7]=[CH:8][C:9]2[C:10]3[S:14][C:13]([CH2:15][CH3:16])=[N:12][C:11]=3[C:2]([NH2:1])=[N:3][C:4]=2[CH:5]=1 |f:1.2.3|. Procedure details: A scintillation vial was charged with 4-amino-2-ethylthiazolo[4,5-c]quinolin-7-ol and anhydrous N,N-dimethylformamide (DMF, 2 mL). The mixture was warmed until a solution was obtained. An additional amount of DMF (1 mL) was added. To this stirred orange solution was added cesium carbonate (3.0 eq.) and a solution of 2-(bromomethyl)benzothiazole dissolved in DMF (2 mL). Additional DMF (1 mL) was used to rinse the vial. The vial was capped and heated to 60° C. overnight. The reaction was monitored...